Dataset: the Open Reaction Database (ORD), a public repository of structured organic reaction records. Task: describe an organic reaction: reactants, conditions, products, and yield Reactants: Cl (hydrogen chloride), CO (methanol), C(C)OCC (diethyl ether), C(#N)CC1=NC(=CC(=N1)OC)OC (2-cyanomethyl-4,6-dimethoxypyrimidine), Cl (hydrogen chloride). Solvent: C(C)(=O)OC (methyl acetate), C(C)(=O)OC (methyl acetate). Conditions: temperature 5 celsius, time 5 hour. Yields the product COC1=NC(=NC(=C1)OC)CC(=O)OC (Methyl (4,6-dimethoxypyrimidin-2-yl)acetate). As a reaction SMILES: Cl.C[OH:3].[C:4]([CH2:6][C:7]1[N:12]=[C:11]([O:13][CH3:14])[CH:10]=[C:9]([O:15][CH3:16])[N:8]=1)#N.C([O:19][CH2:20]C)C>C(OC)(=O)C>[CH3:16][O:15][C:9]1[CH:10]=[C:11]([O:13][CH3:14])[N:12]=[C:7]([CH2:6][C:4]([O:19][CH3:20])=[O:3])[N:8]=1. Procedure details: A powerful stream of hydrogen chloride gas is passed for 15 minutes into a solution of 230 ml of methyl acetate and 6.4 ml of methanol, at 0° C. to 10° C. 23.8 g of 2-cyanomethyl-4,6-dimethoxypyrimidine in 250 ml of methyl acetate are now added dropwise while more hydrogen chloride is passed in, and the passing-in of gas is stopped when the dropwise addition is complete, and stirring is continued for 5 hours at 10° C. to 15° C. 200 ml of absolute diethyl ether are added, the mixture is cooled to... Reactants: CC=1OC(C(N1)(C(C)C)C)=O (2,4-Dimethyl-4-isopropyl-2-oxazolin-5-one), CN(C)C=O (DMF), C1(=CC=C(C=C1)S(=O)(=O)N)C.[Na] (sodium p-toluene sulfonamide). The solvent is C1CCOC1 (THF). The product is C(C)(=O)NC(C(=O)NS(=O)(=O)C1=CC=C(C=C1)C)(C(C)C)C (2-acetamido-2,3-dimethyl-N-(p-tolylsulfonyl)butyramide). As a reaction SMILES: [CH3:1][C:2]1[O:3][C:4](=[O:11])[C:5]([CH3:10])([CH:7]([CH3:9])[CH3:8])[N:6]=1.CN(C=O)C.[C:17]1([CH3:27])[CH:22]=[CH:21][C:20]([S:23]([NH2:26])(=[O:25])=[O:24])=[CH:19][CH:18]=1.[Na]>C1COCC1>[C:2]([NH:6][C:5]([CH3:10])([CH:7]([CH3:9])[CH3:8])[C:4]([NH:26][S:23]([C:20]1[CH:21]=[CH:22][C:17]([CH3:27])=[CH:18][CH:19]=1)(=[O:24])=[O:25])=[O:11])(=[O:3])[CH3:1] |f:2.3,^1:27|. Reported procedure: 2,4-Dimethyl-4-isopropyl-2-oxazolin-5-one (2.0 g) is mixed with DMF (50 mL), THF (70 mL) and sodium p-toluene sulfonamide (5.0 g), and the resulting mixture is heated at reflux for 16 hours. At the end of this time the mixture is cooled, and the solvents are removed under vacuum. The residue is mixed with water and the pH adjusted to 8 with NaHCO3. The aqueous mixture is extracted with ethyl acetate and the organic layers are discarded. The aqueous mixture is acidified to pH24 with HCl and satur... Reactants: CN1C(CC[C@@]2(C3=C(CC[C@@H]12)C=C(C=C3)Br)C)=O ((+)-(4aR)-(10bR)-4-methyl-8-bromo-10b-methyl-1,2,3,4,4a,5,6,10b-octahydrobenzo[f]quinolin-3-one), COC1=CC=C(C=C1)B(O)O (4-methoxyphenylboronic acid), C([O-])([O-])=O.[Na+].[Na+] (sodium carbonate), C1(=CC=CC=C1)C (toluene). Reagents/catalysts: [Pd].C1(=CC=CC=C1)P(C1=CC=CC=C1)C1=CC=CC=C1.C1(=CC=CC=C1)P(C1=CC=CC=C1)C1=CC=CC=C1.C1(=CC=CC=C1)P(C1=CC=CC=C1)C1=CC=CC=C1.C1(=CC=CC=C1)P(C1=CC=CC=C1)C1=CC=CC=C1 (tetrakis (triphenylphosphine) palladium (0)). Run in ClCCl (dichloromethane). Yields the product CN1C(CC[C@@]2(C3=C(CC[C@@H]12)C=C(C=C3)C3=CC=C(C=C3)OC)C)=O ((+)-(4aR)-(10bR)-4-methyl-8-(4-methoxyphenyl)-10b-methyl-1,2,3,4,4a,5,6,10b-octahydrobenzo[f]quinolin-3-one). Yield: 79.3%. As a reaction SMILES: [CH3:1][N:2]1[C@H:11]2[C@@:6]([CH3:17])([C:7]3[CH:15]=[CH:14][C:13](Br)=[CH:12][C:8]=3[CH2:9][CH2:10]2)[CH2:5][CH2:4][C:3]1=[O:18].[CH3:19][O:20][C:21]1[CH:26]=[CH:25][C:24](B(O)O)=[CH:23][CH:22]=1.C(=O)([O-])[O-].[Na+].[Na+].C1(C)C=CC=CC=1>ClCCl.[Pd].C1(P(C2C=CC=CC=2)C2C=CC=CC=2)C=CC=CC=1.C1(P(C2C=CC=CC=2)C2C=CC=CC=2)C=CC=CC=1.C1(P(C2C=CC=CC=2)C2C=CC=CC=2)C=CC=CC=1.C1(P(C2C=CC=CC=2)C2C=CC=CC=2)C=CC=CC=1>[CH3:1][N:2]1[C@H:11]2[C@@:6]([CH3:17])([C:7]3[CH:15]=[CH:14][C:13]([C:24]4[CH:25]=[CH:26][C:21]([O:20][CH3:19])=[CH:22][CH:23]=4)=[CH:12][C:8]=3[CH2:9][CH2:10]2)[CH2:5][CH2:4][C:3]1=[O:18] |f:2.3.4,7.8.9.10.11|. Reported procedure: A 15 mL round bottom flask was charged with (+)-(4aR)-(10bR)-4-methyl-8-bromo-10b-methyl-1,2,3,4,4a,5,6,10b-octahydrobenzo[f]quinolin-3-one (200 mg, 0.65 mmol), tetrakis (triphenylphosphine) palladium (0) (23 mg, 0.02 mmol), 4-methoxyphenylboronic acid (119 mg, 0.78 mmol), 0.65 mL of 2M sodium carbonate solution and 1.5 mL of toluene, fitted with a reflux condenser, and the stirred mixture was heated at 80°, under nitrogen, for 16 h. The mixture was cooled, diluted with dichloromethane (75 mL) a... Reactants: C(C1=CC=CC=C1)C1(CCC(CC1)=O)N(C)C (4-benzyl-4-dimethylamino-cyclohexanone), C(CC)N (n-propylamine), [OH-].[Na+] (sodium hydroxide), C(C)(=O)O[BH-](OC(C)=O)OC(C)=O.[Na+] (sodium triacetoxyborohydride). Run in O1CCCC1 (tetrahydrofuran), C(C)(=O)O (acetic acid). The product is C(C1=CC=CC=C1)C1(CCC(CC1)NCCC)N(C)C (1-benzyl-N,N-dimethyl-N′-propyl-cyclohexane-1,4-diamine). As a reaction SMILES: [CH2:1]([C:8]1([N:15]([CH3:17])[CH3:16])[CH2:13][CH2:12][C:11](=O)[CH2:10][CH2:9]1)[C:2]1[CH:7]=[CH:6][CH:5]=[CH:4][CH:3]=1.[CH2:18]([NH2:21])[CH2:19][CH3:20].C(O[BH-](OC(=O)C)OC(=O)C)(=O)C.[Na+].[OH-].[Na+]>O1CCCC1.C(O)(=O)C>[CH2:1]([C:8]1([N:15]([CH3:17])[CH3:16])[CH2:13][CH2:12][CH:11]([NH:21][CH2:18][CH2:19][CH3:20])[CH2:10][CH2:9]1)[C:2]1[CH:7]=[CH:6][CH:5]=[CH:4][CH:3]=1 |f:2.3,4.5|. Reported procedure: 6.00 g 4-benzyl-4-dimethylamino-cyclohexanone (see example 3) were dissolved in 90 ml analytical grade tetrahydrofuran, and 1.53 g n-propylamine followed by 3.36 ml glacial acetic acid were added, while stirring in an ice-bath. 7.68 g sodium triacetoxyborohydride were then added in portions in the course of 15 minutes and the mixture was subsequently stirred for approx. 65 hours. For working up, 45 ml two molar sodium hydroxide solution were added dropwise (pH>10) and the mixture was extracted t... The reactants are FC1=CC=C(C=C1)CC=O (4-fluorophenylacetaldehyde), [OH-].[Na+] (sodium hydroxide), ClC1=C(C=O)C=CC=C1 (2-chlorobenzaldehyde). Solvent: O (water), CO (methanol). Conditions: temperature 10 celsius, time 10 hour. The product is FC1=CC=C(C=C1)/C(/C=O)=C/C1=C(C=CC=C1)Cl (Z-2-(4-Fluorophenyl)-3-(2-chlorophenyl)propenal). RXN SMILES: [OH-].[Na+].[Cl:3][C:4]1[CH:11]=[CH:10][CH:9]=[CH:8][C:5]=1[CH:6]=O.[F:12][C:13]1[CH:18]=[CH:17][C:16]([CH2:19][CH:20]=[O:21])=[CH:15][CH:14]=1>O.CO>[F:12][C:13]1[CH:18]=[CH:17][C:16](/[C:19](=[CH:6]/[C:5]2[CH:8]=[CH:9][CH:10]=[CH:11][C:4]=2[Cl:3])/[CH:20]=[O:21])=[CH:15][CH:14]=1 |f:0.1|. Reported procedure: 4.2 g of sodium hydroxide in 30 ml of water are added to a solution of 35 g of 2-chlorobenzaldehyde in 300 ml of methanol. The reaction mixture is cooled to 10° C. and 36 g of 4-fluorophenylacetaldehyde are rapidly added, during which the solution warms to 30°-40° C. The reaction solution is stirred at 40° C. for 10 hours and then cooled, and the crystals which separate out are filtered off with suction. Reactants: Cc1nc(C=O)cs1, CCOC(=O)CP(=O)(OCC)OCC, COCCOC, [H-], [Na+]. Product: CCOC(=O)C=Cc1csc(C)n1. RXN SMILES: [CH3:17][c:18]1[s:19][cH:20][c:21]([CH:23]=[O:24])[n:22]1.[CH3:1][CH2:2][O:3][C:4](=[O:5])[CH2:6][P:7]([O:8][CH2:9][CH3:10])([O:11][CH2:12][CH3:13])=[O:14].[CH3:25][O:26][CH2:27][CH2:28][O:29][CH3:30].[H-:15].[Na+:16]>>[CH3:1][CH2:2][O:3][C:4](=[O:5])[CH:6]=[CH:23][c:21]1[cH:20][s:19][c:18]([CH3:17])[n:22]1.